This data is from the Open Reaction Database (ORD), a public repository of structured organic reaction records. The task is: describe an organic reaction: reactants, conditions, products, and yield Starting materials: C(=O)C1=CC(=C(C(=O)O)C=C1)OC (4-formyl-2-methoxybenzoic acid), C1(=CC=CC=C1)P(C1=CC=CC=C1)(C1=CC=CC=C1)=CC(=O)OC (methyl (triphenylphosphoranylidene)acetate). Solvent: O1CCCC1 (tetrahydrofuran). Reaction conditions: time 1 hour. The product is C(=O)(O)C1=C(C=C(C=CC(=O)OC)C=C1)OC (methyl 4-carboxy-3-methoxycinnamate). Reaction SMILES: [CH:1]([C:3]1[CH:11]=[CH:10][C:6]([C:7]([OH:9])=[O:8])=[C:5]([O:12][CH3:13])[CH:4]=1)=O.C1(P(=[CH:33][C:34]([O:36][CH3:37])=[O:35])(C2C=CC=CC=2)C2C=CC=CC=2)C=CC=CC=1>O1CCCC1>[C:7]([C:6]1[CH:10]=[CH:11][C:3]([CH:1]=[CH:33][C:34]([O:36][CH3:37])=[O:35])=[CH:4][C:5]=1[O:12][CH3:13])([OH:9])=[O:8]. Procedure: To a suspension of 4-formyl-2-methoxybenzoic acid obtained above in tetrahydrofuran was added methyl (triphenylphosphoranylidene)acetate (3.3 g) at ambient temperature, and the mixture was stirred for 1 hour at the same temperature. The mixture was concentrated in vacuo, and ethyl acetate and saturated sodium bicarbonate solution were added thereto. The separated aqueous layer was adjusted to pH 4 with 1N hydrochloric acid and extracted with ethyl acetate. The extract was washed with water and b... The reactants are C1(=CC=CC=C1)OC(=O)C1=C(C(=NN1C)C)NC1=C(C=CC=C1)[N+](=O)[O-] (1,3-dimethyl-4-[(2-nitrophenyl)amino]pyrazole-5-carboxylic acid phenyl ester), C(C)(=O)O (acetic acid). Reagents/catalysts: [Pd] (palladium-on-charcoal). The solvent is C1(=CC=CC=C1)C (toluene). Product: CN1N=C(C=2NC3=C(NC(C21)=O)C=CC=C3)C (1,3-dimethyl-1,4,9,10-tetrahydropyrazolo[4,3-b][1,5]benzodiazepin-10-one). Isolated yield 70.8%. As a reaction SMILES: C1([O:7][C:8]([C:10]2[N:14]([CH3:15])[N:13]=[C:12]([CH3:16])[C:11]=2[NH:17][C:18]2[CH:23]=[CH:22][CH:21]=[CH:20][C:19]=2[N+:24]([O-])=O)=O)C=CC=CC=1.C(O)(=O)C>C1(C)C=CC=CC=1.[Pd]>[CH3:15][N:14]1[C:10]2[C:8](=[O:7])[NH:24][C:19]3[CH:20]=[CH:21][CH:22]=[CH:23][C:18]=3[NH:17][C:11]=2[C:12]([CH3:16])=[N:13]1. Procedure details: 2.4 g of 1,3-dimethyl-4-[(2-nitrophenyl)amino]pyrazole-5-carboxylic acid phenyl ester are hydrogenated in 150 ml of toluene and 5 ml of glacial acetic acid using 0.75 g of 10% strength palladium-on-charcoal at room temperature for 2.1 hours in a circulatory hydrogenation apparatus. The solution is filtered and concentrated in vacuo; the residue is chromatographed over a silica gel column using 1:1 petroleum ether (50°/70° C.)/ethyl acetate to yield 1.1 g of 1,3-dimethyl-1,4,9,10-tetrahydropyrazo... Reactants: C(C=C)NCC=C (N-2-propenyl-2-propen-1-amine), C(C=C)N(C1=CC=C(C=C1)C1(CC1)C(=O)OC(C)(C)C)CC=C (tert-butyl 1-[4-(diallylamino)phenyl]cyclopropanecarboxylate). Yields the product C(C=C)NC1=CC=C(C=C1)C1(CC1)C(=O)OC(C)(C)C (tert-butyl 1-[4-(allylamino)phenyl]cyclopropanecarboxylate). Reaction SMILES: C(NCC=C)C=C.[CH2:8]([N:11](CC=C)[C:12]1[CH:17]=[CH:16][C:15]([C:18]2([C:21]([O:23][C:24]([CH3:27])([CH3:26])[CH3:25])=[O:22])[CH2:20][CH2:19]2)=[CH:14][CH:13]=1)[CH:9]=[CH2:10]>>[CH2:8]([NH:11][C:12]1[CH:17]=[CH:16][C:15]([C:18]2([C:21]([O:23][C:24]([CH3:27])([CH3:26])[CH3:25])=[O:22])[CH2:19][CH2:20]2)=[CH:14][CH:13]=1)[CH:9]=[CH2:10]. Reported procedure: This compound was prepared from the N-2-propenyl-2-propen-1-amine using the coupling protocol outlined in example 258, step 2. The other major product was tert-butyl 1-[4-(diallylamino)phenyl]cyclopropanecarboxylate. Starting materials: ice, [N+](=O)(O)[O-] (nitric acid), ClC1=CC2=C(N=C(S2)NC(=O)NCC)C=C1 (N-(6-chloro-1,3-benzothiazol-2-yl)-N′-ethylurea). The solvent is S(O)(O)(=O)=O (sulfuric acid). Reaction conditions: time 1 hour. The product is ClC1=CC2=C(N=C(S2)NC(=O)NCC)C=C1[N+](=O)[O-] (N-(6-Chloro-5-nitro-1,3-benzothiazol-2-yl)-N′-ethylurea). Reaction SMILES: [Cl:1][C:2]1[CH:16]=[CH:15][C:5]2[N:6]=[C:7]([NH:9][C:10]([NH:12][CH2:13][CH3:14])=[O:11])[S:8][C:4]=2[CH:3]=1.[N+:17]([O-])([OH:19])=[O:18]>S(=O)(=O)(O)O>[Cl:1][C:2]1[C:16]([N+:17]([O-:19])=[O:18])=[CH:15][C:5]2[N:6]=[C:7]([NH:9][C:10]([NH:12][CH2:13][CH3:14])=[O:11])[S:8][C:4]=2[CH:3]=1. Procedure: Three grams of N-(6-chloro-1,3-benzothiazol-2-yl)-N′-ethylurea was dissolved in about 15 mL of concentrated sulfuric acid (about 92–94%). The solution was cooled to about 0–5° C. About 1.5 g of ice cooled nitric acid (70% concentration was used, though this is not necessary) was added dropwise. The reaction was held at 0–5° C. for about one hour then poured into water. The pH was then adjusted to about 7–8 with ammonia and the solids were isolated by filtration. The solids were washed with water... The reactants are CCC(CC)c1cc(C)nn2c(-c3sc(Br)c(C)c3C)c(C)nc12, Brc1nccs1, C1CCOC1, [Li]CCCC, CCOC(C)=O. Yields the product CCC(CC)c1cc(C)nn2c(-c3sc(-c4nccs4)c(C)c3C)c(C)nc12. RXN SMILES: [Br:1][c:2]1[c:3]([CH3:24])[c:4]([CH3:23])[c:5](-[c:7]2[c:8]([CH3:22])[n:9][c:10]3[n:11]2[n:12][c:13]([CH3:21])[cH:14][c:15]3[CH:16]([CH2:17][CH3:18])[CH2:19][CH3:20])[s:6]1.[Br:35][c:36]1[s:37][cH:38][cH:39][n:40]1.[CH2:25]1[O:26][CH2:27][CH2:28][CH2:29]1.[CH3:30][CH2:31][CH2:32][CH2:33][Li:34].[CH3:41][CH2:42][O:43][C:44]([CH3:45])=[O:46]>>[c:2]1(-[c:36]2[s:37][cH:38][cH:39][n:40]2)[c:3]([CH3:24])[c:4]([CH3:23])[c:5](-[c:7]2[c:8]([CH3:22])[n:9][c:10]3[n:11]2[n:12][c:13]([CH3:21])[cH:14][c:15]3[CH:16]([CH2:17][CH3:18])[CH2:19][CH3:20])[s:6]1. Reactants: CCO, [Ca+2], [Cl-], [Cl-], [Fe], O=[N+]([O-])c1ccc(SCCn2cncn2)cc1. Product: Nc1ccc(SCCn2cncn2)cc1. Reaction SMILES: [CH3:22][CH2:23][OH:24].[Ca+2:20].[Cl-:18].[Cl-:19].[Fe:21].[N+:1]([O-:2])(=[O:3])[c:4]1[cH:5][cH:6][c:7]([S:10][CH2:11][CH2:12][n:13]2[n:14][cH:15][n:16][cH:17]2)[cH:8][cH:9]1>>[NH2:1][c:4]1[cH:5][cH:6][c:7]([S:10][CH2:11][CH2:12][n:13]2[n:14][cH:15][n:16][cH:17]2)[cH:8][cH:9]1. Reactants: OC1CCN(Cc2ccc(Br)cc2)CC1, CCN=C=NCCCN(C)C, CN(C)c1ccccn1, CN(C)C=O, Cl, O=C(O)c1ccc(F)cc1. Yields the product O=C(OC1CCN(Cc2ccc(Br)cc2)CC1)c1ccc(F)cc1. RXN SMILES: [Br:1][c:2]1[cH:3][cH:4][c:5]([CH2:6][N:7]2[CH2:8][CH2:9][CH:10]([OH:13])[CH2:11][CH2:12]2)[cH:14][cH:15]1.[CH2:36]([N:37]=[C:38]=[N:39][CH2:40][CH2:41][CH2:42][N:43]([CH3:44])[CH3:45])[CH3:46].[CH3:16][N:17]([c:18]1[cH:19][cH:20][cH:21][cH:22][n:23]1)[CH3:24].[CH3:47][N:48]([CH3:49])[CH:50]=[O:51].[ClH:35].[F:25][c:26]1[cH:27][cH:28][c:29]([C:30](=[O:31])[OH:32])[cH:33][cH:34]1>>[Br:1][c:2]1[cH:3][cH:4][c:5]([CH2:6][N:7]2[CH2:8][CH2:9][CH:10]([O:13][C:30]([c:29]3[cH:28][cH:27][c:26]([F:25])[cH:34][cH:33]3)=[O:31])[CH2:11][CH2:12]2)[cH:14][cH:15]1. Reactants: BrC1=CC=CC=2C3=C(N(C12)C)CCNC3=O (6-bromo-2,3,4,5-tetrahydro-5-methyl-1H-pyrido[4,3-b]indol-1-one), cuprous cyanide, CN1C(N(CCC1)C)=O (1,3-dimethyl-3,4,5,6-tetrahydro-2(1H)-pyrimidone), ferric. Run at time 1 hour. The product is CN1C2=C(C3=CC=CC(=C13)C#N)C(NCC2)=O (2,3,4,5-Tetrahydro-5-methyl-1-oxo-1H-pyrido[4,3-b]indole-6-carbonitrile). RXN SMILES: Br[C:2]1[C:10]2[N:9]([CH3:11])[C:8]3[CH2:12][CH2:13][NH:14][C:15](=[O:16])[C:7]=3[C:6]=2[CH:5]=[CH:4][CH:3]=1.[CH3:17][N:18]1CCCN(C)C1=O>>[CH3:11][N:9]1[C:10]2[C:6](=[CH:5][CH:4]=[CH:3][C:2]=2[C:17]#[N:18])[C:7]2[C:15](=[O:16])[NH:14][CH2:13][CH2:12][C:8]1=2. Procedure: A mixture of 6-bromo-2,3,4,5-tetrahydro-5-methyl-1H-pyrido[4,3-b]indol-1-one (1.1 g) and cuprous cyanide (1.0 g) in 1,3-dimethyl-3,4,5,6-tetrahydro-2(1H)-pyrimidone (30 ml) was heated at 180° for 24 h. The mixture was poured onto ice (ca. 500 ml) and ferric (III) chloride (20 g), and stirred for 1 h. It was then extracted with dichloromethane (3×300 ml), and the combined organic extracts were washed with water (2×300 ml) and concentrated in vacuo. The residue was triturated with hexane (250 ml) ... The reactants are COCOC (methylal), [H-].[Na+] (sodium hydride), C(C)(=O)Cl (acetyl chloride), CC1([C@@H]([C@@H]1C#CC(=O)O)C(=O)OC(C1=CC(=CC=C1)OC1=CC=CC=C1)C#N)C ((RS)α-cyano-3-phenoxy-benzyl (1R,cis) 2,2-dimethyl-3-(3-hydroxy-3-oxo-1-propynyl)-cyclopropane-carboxylate), ClCOCCl (chloromethyl ether), P(=O)([O-])(O)O.[Na+] (monosodium phosphate). Solvent: CO (methanol), CN(C=O)C (dimethylformamide). Reaction conditions: time 15 minute. The product is CC1([C@@H]([C@@H]1C#CC(COC)=O)C(=O)OC(C1=CC(=CC=C1)OC1=CC=CC=C1)C#N)C ((RS) α-cyano-3-phenoxy-benzyl (1R,cis) 2,2-dimethyl-3-(3-oxo-3-methoxymethyl-1-propynyl)-cyclopropane-carboxylate). As a reaction SMILES: [CH3:1][C:2]1([CH3:29])[C@@H:4]([C:5]#[C:6][C:7](O)=[O:8])[C@H:3]1[C:10]([O:12][CH:13]([C:27]#[N:28])[C:14]1[CH:19]=[CH:18][CH:17]=[C:16]([O:20][C:21]2[CH:26]=[CH:25][CH:24]=[CH:23][CH:22]=2)[CH:15]=1)=[O:11].[H-].[Na+].Cl[CH2:33][O:34][CH2:35]Cl.COCOC.C(Cl)(=O)C.P(O)(O)([O-])=O.[Na+]>CN(C)C=O.CO>[CH3:29][C:2]1([CH3:1])[C@@H:4]([C:5]#[C:6][C:7](=[O:8])[CH2:33][O:34][CH3:35])[C@H:3]1[C:10]([O:12][CH:13]([C:27]#[N:28])[C:14]1[CH:19]=[CH:18][CH:17]=[C:16]([O:20][C:21]2[CH:26]=[CH:25][CH:24]=[CH:23][CH:22]=2)[CH:15]=1)=[O:11] |f:1.2,6.7|. Procedure: A solution of 3 g of (RS)α-cyano-3-phenoxy-benzyl (1R,cis) 2,2-dimethyl-3-(3-hydroxy-3-oxo-1-propynyl)-cyclopropane-carboxylate in 30 ml of anhydrous dimethylformamide was cooled to +10° C. and 300 mg of 61% sodium hydride in oil were added in portions thereto. Then, over 15 minutes, 2.5 ml of chloromethyl ether solution prepared by mixing 4.5 ml of methylal and 0.52 ml of methanol and slowly adding 3.53 ml of acetyl chloride after which the mixture was stirred for 36 hours at room temperature. ... Reactants: CCCCOc1ccccc1Nc1ncc(C(=O)OCC)c(=O)[nH]1, CC(=O)O, [Na+], [OH-], O. The product is CCCCOc1ccccc1Nc1ncc(C(=O)O)c(=O)[nH]1. As a reaction SMILES: [CH2:1]([CH2:2][CH2:3][CH3:4])[O:5][c:6]1[c:7]([NH:8][c:9]2[nH:10][c:11](=[O:20])[c:12]([C:15](=[O:16])[O:17][CH2:18][CH3:19])[cH:13][n:14]2)[cH:21][cH:22][cH:23][cH:24]1.[CH3:28][C:29](=[O:30])[OH:31].[Na+:26].[OH-:25].[OH2:27]>>[CH2:1]([CH2:2][CH2:3][CH3:4])[O:5][c:6]1[c:7]([NH:8][c:9]2[nH:10][c:11](=[O:20])[c:12]([C:15](=[O:16])[OH:17])[cH:13][n:14]2)[cH:21][cH:22][cH:23][cH:24]1.